Dataset: the Open Reaction Database (ORD), a public repository of structured organic reaction records. Task: describe an organic reaction: reactants, conditions, products, and yield Reactants: COC(=O)CCSc1nccn1Cc1cc(F)cc(F)c1, Cl, [Na+], [OH-]. The product is O=C(O)CCSc1nccn1Cc1cc(F)cc(F)c1. RXN SMILES: [C:1](=[O:2])([O:3][CH3:4])[CH2:5][CH2:6][S:7][c:8]1[n:9]([CH2:13][c:14]2[cH:15][c:16]([F:21])[cH:17][c:18]([F:20])[cH:19]2)[cH:10][cH:11][n:12]1.[ClH:22].[Na+:24].[OH-:23]>>[C:1](=[O:2])([OH:3])[CH2:5][CH2:6][S:7][c:8]1[n:9]([CH2:13][c:14]2[cH:15][c:16]([F:21])[cH:17][c:18]([F:20])[cH:19]2)[cH:10][cH:11][n:12]1. Starting materials: O=C([O-])[O-], Cc1ccccc1, Cc1ccc2c(c1)CC(N1CCNCC1)c1cc(Cl)ccc1S2, O=C1CCCN1CCCl, [I-], [K+], [K+], [Na+]. Yields the product Cc1ccc2c(c1)CC(N1CCN(CCN3CCCC3=O)CC1)c1cc(Cl)ccc1S2. Reaction SMILES: [C:24](=[O:25])([O-:26])[O-:27].[CH3:41][c:42]1[cH:43][cH:44][cH:45][cH:46][cH:47]1.[Cl:1][c:2]1[cH:3][cH:4][c:5]2[c:6]([cH:23]1)[CH:7]([N:17]1[CH2:18][CH2:19][NH:20][CH2:21][CH2:22]1)[CH2:8][c:9]1[c:10]([cH:12][cH:13][c:14]([CH3:16])[cH:15]1)[S:11]2.[Cl:32][CH2:33][CH2:34][N:35]1[C:36](=[O:40])[CH2:37][CH2:38][CH2:39]1.[I-:31].[K+:28].[K+:29].[Na+:30]>>[Cl:1][c:2]1[cH:3][cH:4][c:5]2[c:6]([cH:23]1)[CH:7]([N:17]1[CH2:18][CH2:19][N:20]([CH2:33][CH2:34][N:35]3[C:36](=[O:40])[CH2:37][CH2:38][CH2:39]3)[CH2:21][CH2:22]1)[CH2:8][c:9]1[c:10]([cH:12][cH:13][c:14]([CH3:16])[cH:15]1)[S:11]2.